From a dataset of the Open Reaction Database (ORD), a public repository of structured organic reaction records. describe an organic reaction: reactants, conditions, products, and yield Reactants: CCOC(=O)Cc1ccc(-c2c(C)cc(C(CC)(CC)c3ccc(C=CC(O)(CC)CC)c(C)c3)cc2C)nc1, CO, [Cl-], [NH4+], [Na+], C1CCOC1, [OH-]. The product is CCC(O)(C=Cc1ccc(C(CC)(CC)c2cc(C)c(-c3ccc(CC(=O)O)cn3)c(C)c2)cc1C)CC. As a reaction SMILES: [CH2:3]([CH3:4])[O:5][C:6]([CH2:7][c:8]1[cH:9][n:10][c:11](-[c:14]2[c:15]([CH3:41])[cH:16][c:17]([C:21]([CH2:22][CH3:23])([c:24]3[cH:25][c:26]([CH3:38])[c:27]([CH:30]=[CH:31][C:32]([CH2:33][CH3:34])([OH:35])[CH2:36][CH3:37])[cH:28][cH:29]3)[CH2:39][CH3:40])[cH:18][c:19]2[CH3:20])[cH:12][cH:13]1)=[O:42].[CH3:50][OH:51].[Cl-:43].[NH4+:44].[Na+:2].[O:45]1[CH2:46][CH2:47][CH2:48][CH2:49]1.[OH-:1]>>[O:5]=[C:6]([CH2:7][c:8]1[cH:9][n:10][c:11](-[c:14]2[c:15]([CH3:41])[cH:16][c:17]([C:21]([CH2:22][CH3:23])([c:24]3[cH:25][c:26]([CH3:38])[c:27]([CH:30]=[CH:31][C:32]([CH2:33][CH3:34])([OH:35])[CH2:36][CH3:37])[cH:28][cH:29]3)[CH2:39][CH3:40])[cH:18][c:19]2[CH3:20])[cH:12][cH:13]1)[OH:42]. The reactants are C(OC(C)(C)C)(OCC(C)(C)C1=NOC(=C1)N1C(O[C@]2(C1)C[C@@](CCC2)(C)CN2C=NC1=C2C=C(C=C1)C#N)=O)=O (tert-butyl (2-(5-((5S,7S)-7-((6-cyano-1H-benzo[d]imidazol-1-yl)methyl)-7-methyl-2-oxo-1-oxa-3-azaspiro[4.5]decan-3-yl)isoxazol-3-yl)-2-methylpropyl) carbonate), C(=O)([O-])[O-].[K+].[K+] (K2CO3), O (water), CO (MeOH). Run in CC#N.O (MeCN H2O). Conditions: temperature 110 celsius. Yields the product OCC(C)(C)C1=NOC(=C1)N1C(O[C@]2(C1)C[C@@](CCC2)(C)CN2C=NC1=C2C=C(C=C1)C#N)=O (1-(((5S,7S)-3-(3-(1-hydroxy-2-methylpropan-2-yl)isoxazol-5-yl)-7-methyl-2-oxo-1-oxa-3-azaspiro[4.5]decan-7-yl)methyl)-1H-benzo[d]imidazole-6-carbonitrile). Yield: 25.2%. RXN SMILES: C(=O)([O:7][CH2:8][C:9]([C:12]1[CH:16]=[C:15]([N:17]2[CH2:21][C@@:20]3([CH2:26][CH2:25][CH2:24][C@@:23]([CH2:28][N:29]4[C:33]5[CH:34]=[C:35]([C:38]#[N:39])[CH:36]=[CH:37][C:32]=5[N:31]=[CH:30]4)([CH3:27])[CH2:22]3)[O:19][C:18]2=[O:40])[O:14][N:13]=1)([CH3:11])[CH3:10])OC(C)(C)C.C([O-])([O-])=O.[K+].[K+].O.CO>CC#N.O>[OH:7][CH2:8][C:9]([C:12]1[CH:16]=[C:15]([N:17]2[CH2:21][C@@:20]3([CH2:26][CH2:25][CH2:24][C@@:23]([CH2:28][N:29]4[C:33]5[CH:34]=[C:35]([C:38]#[N:39])[CH:36]=[CH:37][C:32]=5[N:31]=[CH:30]4)([CH3:27])[CH2:22]3)[O:19][C:18]2=[O:40])[O:14][N:13]=1)([CH3:11])[CH3:10] |f:1.2.3,6.7|. Reported procedure: To a 2 mL microwave vial was added tert-butyl (2-(5-((5S,7S)-7-((6-cyano-1H-benzo[d]imidazol-1-yl)methyl)-7-methyl-2-oxo-1-oxa-3-azaspiro[4.5]decan-3-yl)isoxazol-3-yl)-2-methylpropyl) carbonate (30 mg, 0.053 mmol), K2CO3 (5.15 μg, 0.037 μmol), water (0.500 mL) and MeOH (0.5 mL). The vial was capped and heated to 110° C. for 3 h. The mixture was then filtered through paper, and the paper washed with MeOH (2 mL), then concentrated. This mixture was purified on reverse phase Gilson HPLC: 30 mm×150 ... Procedure details: Racemic trans 8-chloro-3-(cyclopropylmethyl)-N-((2-phenylcyclopentyl)methyl)-[1,2,4]triazolo[4,3-a]pyridin-7-amine was resolved by chiral preparative HPLC using a Chiralcel OJ 21×250 mm, 10 micron column with a 30% ethanol/0.1% diethylamine/heptane as the mobile phase to give 8-chloro-3-(cyclopropylmethyl)-N-(((1S,2S)-2-phenylcyclopentyl)methyl)-[1,2,4]triazolo[4,3-a]pyridin-7-amine, peak 1, eluting at 6.8 min. 1H NMR (400 MHz, METHANOL-d4) δ 8.05 (d, J=7.5 Hz, 1H), 7.33-7.20 (m, 5H), 7.20-7.08 ... The reactants are ClC=1C=2N(C=CC1NC[C@H]1[C@@H](CCC1)C1=CC=CC=C1)C(=NN2)CC2CC2 (Racemic trans 8-chloro-3-(cyclopropylmethyl)-N-((2-phenylcyclopentyl)methyl)-[1,2,4]triazolo[4,3-a]pyridin-7-amine). Solvent: C(C)O (ethanol). The product is ClC=1C=2N(C=CC1NC[C@@H]1[C@H](CCC1)C1=CC=CC=C1)C(=NN2)CC2CC2 (8-chloro-3-(cyclopropylmethyl)-N-(((1S,2S)-2-phenylcyclopentyl)methyl)-[1,2,4]triazolo[4,3-a]pyridin-7-amine). RXN SMILES: [Cl:1][C:2]1[C:3]2[N:4]([C:21]([CH2:24][CH:25]3[CH2:27][CH2:26]3)=[N:22][N:23]=2)[CH:5]=[CH:6][C:7]=1[NH:8][CH2:9][C@@H:10]1[CH2:14][CH2:13][CH2:12][C@H:11]1[C:15]1[CH:20]=[CH:19][CH:18]=[CH:17][CH:16]=1>C(O)C>[Cl:1][C:2]1[C:3]2[N:4]([C:21]([CH2:24][CH:25]3[CH2:26][CH2:27]3)=[N:22][N:23]=2)[CH:5]=[CH:6][C:7]=1[NH:8][CH2:9][C@H:10]1[CH2:14][CH2:13][CH2:12][C@@H:11]1[C:15]1[CH:16]=[CH:17][CH:18]=[CH:19][CH:20]=1. Starting materials: C1CCOC1, CCCN(CCCOc1ccc2c(c1)CCC2CC(=O)OCC)c1ccc(-c2nc(C)c(C)s2)cn1, CO, [Li+], [OH-], O. Yields the product CCCN(CCCOc1ccc2c(c1)CCC2CC(=O)O)c1ccc(-c2nc(C)c(C)s2)cn1. Reaction SMILES: [CH2:42]1[O:43][CH2:44][CH2:45][CH2:46]1.[CH3:1][c:2]1[n:3][c:4](-[c:8]2[cH:9][cH:10][c:11]([N:14]([CH2:15][CH2:16][CH2:17][O:18][c:19]3[cH:20][c:21]4[c:25]([cH:26][cH:27]3)[CH:24]([CH2:28][C:29](=[O:30])[O:31][CH2:32][CH3:33])[CH2:23][CH2:22]4)[CH2:34][CH2:35][CH3:36])[n:12][cH:13]2)[s:5][c:6]1[CH3:7].[CH3:37][OH:38].[Li+:41].[OH-:40].[OH2:39]>>[CH3:1][c:2]1[n:3][c:4](-[c:8]2[cH:9][cH:10][c:11]([N:14]([CH2:15][CH2:16][CH2:17][O:18][c:19]3[cH:20][c:21]4[c:25]([cH:26][cH:27]3)[CH:24]([CH2:28][C:29](=[O:30])[OH:31])[CH2:23][CH2:22]4)[CH2:34][CH2:35][CH3:36])[n:12][cH:13]2)[s:5][c:6]1[CH3:7]. The reactants are C(C)(C)C1=C(C2=CC=C(C=C2C=C1)OC)O (2-isopropyl-6-methoxy-1-naphthol), BrN1C(CCC1=O)=O (N-bromosuccinimide). Solvent: CN(C)C=O (DMF), O (water), CN(C)C=O (DMF). The product is BrC1=CC(=C(C2=CC=C(C=C12)OC)O)C(C)C (4-bromo-2-isopropyl-6-methoxy-1-naphthol). Yield: 91.3%. Reaction SMILES: [CH:1]([C:4]1[CH:13]=[CH:12][C:11]2[C:6](=[CH:7][CH:8]=[C:9]([O:14][CH3:15])[CH:10]=2)[C:5]=1[OH:16])([CH3:3])[CH3:2].[Br:17]N1C(=O)CCC1=O>CN(C=O)C.O>[Br:17][C:12]1[C:11]2[C:6](=[CH:7][CH:8]=[C:9]([O:14][CH3:15])[CH:10]=2)[C:5]([OH:16])=[C:4]([CH:1]([CH3:3])[CH3:2])[CH:13]=1. Procedure details: In 100 ml of DMF was dissolved 5 g of 2-isopropyl-6-methoxy-1-naphthol, and a solution of 4.03 g of N-bromosuccinimide in DMF (50 ml) was added under ice-cooling. The mixture was stirred under ice-cooling for 3 hours. The reaction mixture was then diluted with water and extracted with ethyl acetate and the organic layer was washed with saturated aqueous sodium chloride solution, dried over magnesium sulfate, and concentrated. The resulting crude product was purified by silica gel column chromato...